Dataset: the Open Reaction Database (ORD), a public repository of structured organic reaction records. Task: describe an organic reaction: reactants, conditions, products, and yield Reactants: C1(=CC=CC=C1)[C@H](C)NC1=CC(=NC=C1[N+](=O)[O-])C1=C2C=CC=NC2=CC=C1 (((1S)-1-Phenylethyl)(5-nitro-2-(5-quinolyl)(4-pyridyl))amine), C([O-])([O-])=O.[K+].[K+] (Potassium carbonate), crude product, C1(=CC=CC=C1)[C@H](C)NC1=CC(=NC=C1[N+](=O)[O-])Br (((1S)-1-Phenylethyl)(2-bromo-5-nitro(4-pyridyl))amine), N1=CC=CC=2C(=CC=CC12)B(O)O (5-quinolineboronic acid). The reagents and catalysts are C=1C=CC(=CC1)[P](C=2C=CC=CC2)(C=3C=CC=CC3)[Pd]([P](C=4C=CC=CC4)(C=5C=CC=CC5)C=6C=CC=CC6)([P](C=7C=CC=CC7)(C=8C=CC=CC8)C=9C=CC=CC9)[P](C=1C=CC=CC1)(C=1C=CC=CC1)C=1C=CC=CC1 (tetrakis(triphenylphosphine)palladium). Run in O (water), C(C)(=O)OCC (ethyl acetate), CN(C)C=O (DMF). Run at temperature 85 celsius. The product is C1(=CC=CC=C1)[C@H](C)N1C(NC=2C=NC(=CC21)C2=C1C=CC=NC1=CC=C2)=O ((S)-1-(1-PHENYLETHYL)-6-(QUINOLIN-5-YL)-1H-IMIDAZO[4,5-C]PYRIDIN-2(3H)-ONE). The yield is 77.0%. As a reaction SMILES: [C:1]1([C@@H:7]([NH:9][C:10]2[C:15]([N+:16]([O-])=O)=[CH:14][N:13]=[C:12]([C:19]3[CH:28]=[CH:27][CH:26]=[C:25]4[C:20]=3[CH:21]=[CH:22][CH:23]=[N:24]4)[CH:11]=2)[CH3:8])[CH:6]=[CH:5][CH:4]=[CH:3][CH:2]=1.C1([C@@H](NC2C([N+]([O-])=O)=CN=C(Br)C=2)C)C=CC=CC=1.N1C2C=CC=C(B(O)O)C=2C=CC=1.[C:61](=O)([O-])[O-:62].[K+].[K+]>CN(C=O)C.O.C(OCC)(=O)C.C1C=CC([P]([Pd]([P](C2C=CC=CC=2)(C2C=CC=CC=2)C2C=CC=CC=2)([P](C2C=CC=CC=2)(C2C=CC=CC=2)C2C=CC=CC=2)[P](C2C=CC=CC=2)(C2C=CC=CC=2)C2C=CC=CC=2)(C2C=CC=CC=2)C2C=CC=CC=2)=CC=1>[C:1]1([C@@H:7]([N:9]2[C:10]3[CH:11]=[C:12]([C:19]4[CH:28]=[CH:27][CH:26]=[C:25]5[C:20]=4[CH:21]=[CH:22][CH:23]=[N:24]5)[N:13]=[CH:14][C:15]=3[NH:16][C:61]2=[O:62])[CH3:8])[CH:6]=[CH:5][CH:4]=[CH:3][CH:2]=1 |f:3.4.5,^1:82,84,103,122|. Procedure details: ((1S)-1-Phenylethyl)(5-nitro-2-(5-quinolyl)(4-pyridyl))amine. ((1S)-1-Phenylethyl)(2-bromo-5-nitro(4-pyridyl))amine (5.6 g, 1.75 mmol) and 5-quinolineboronic acid (393 mg, 2.27 mmole) were dissolved in DMF (25 ml). Nitrogen gas was bubbled into solution for 2 min. Potassium carbonate (970 mg, 7.00 mmol) in water (5 mL) was then added followed by tetrakis(triphenylphosphine)palladium (0) (0.175 mmol). The solution was then heated to 85° C. under nitrogen for 1 h. The solution was condensed under ... The reactants are ClC=1C=C(C=CC1F)NC1=NC=NC2=CC(=C(C=C12)NC(C=CCN(C[C@H](C)O)CC(=O)OC(C)(C)C)=O)OCC1CC1 (4-[(3-chloro-4-fluoro-phenyl)amino]-6-[(4-{N-[(tert.butyl-oxycarbonyl)methyl]-N-((S)-2-hydroxy-prop-1-yl)-amino}-1-oxo-2-buten-1-yl)amino]-7-cyclopropylmethoxy-quinazoline), O.C1(=CC=C(C=C1)S(=O)(=O)O)C (p-toluenesulphonic acid hydrate), O.C1(=CC=C(C=C1)S(=O)(=O)O)C (p-toluenesulphonic acid hydrate). Solvent: C(C)#N (acetonitrile). The product is ClC=1C=C(C=CC1F)NC1=NC=NC2=CC(=C(C=C12)NC(C=CCN1CC(O[C@H](C1)C)=O)=O)OCC1CC1 (4-[(3-chloro-4-fluoro-phenyl)amino]-6-{[4-((S)-6-methyl-2-oxo-morpholin-4-yl)-1-oxo-2-buten-1-yl]amino}-7-cyclopropylmethoxy-quinazoline). As a reaction SMILES: [Cl:1][C:2]1[CH:3]=[C:4]([NH:9][C:10]2[C:19]3[C:14](=[CH:15][C:16]([O:39][CH2:40][CH:41]4[CH2:43][CH2:42]4)=[C:17]([NH:20][C:21](=[O:38])[CH:22]=[CH:23][CH2:24][N:25]([CH2:30][C:31]([O:33][C:34]([CH3:37])(C)[CH3:35])=[O:32])C[C@@H](O)C)[CH:18]=3)[N:13]=[CH:12][N:11]=2)[CH:5]=[CH:6][C:7]=1[F:8].O.C1(C)C=CC(S(O)(=O)=O)=CC=1>C(#N)C>[Cl:1][C:2]1[CH:3]=[C:4]([NH:9][C:10]2[C:19]3[C:14](=[CH:15][C:16]([O:39][CH2:40][CH:41]4[CH2:43][CH2:42]4)=[C:17]([NH:20][C:21](=[O:38])[CH:22]=[CH:23][CH2:24][N:25]4[CH2:35][C@H:34]([CH3:37])[O:33][C:31](=[O:32])[CH2:30]4)[CH:18]=3)[N:13]=[CH:12][N:11]=2)[CH:5]=[CH:6][C:7]=1[F:8] |f:1.2|. Procedure details: A mixture of 700 mg of 4-[(3-chloro-4-fluoro-phenyl)amino]-6-[(4-{N-[(tert.butyl-oxycarbonyl)methyl]-N-((S)-2-hydroxy-prop-1-yl)-amino}-1-oxo-2-buten-1-yl)amino]-7-cyclopropylmethoxy-quinazoline and 228 mg of p-toluenesulphonic acid hydrate in 20 ml of acetonitrile is refluxed for five hours. Then a further 200 mg of p-toluenesulphonic acid hydrate are added and the mixture is again refluxed for five hours. For working up the reaction mixture is evaporated to dryness. The flask residue is distri...